From a dataset of the Open Reaction Database (ORD), a public repository of structured organic reaction records. describe an organic reaction: reactants, conditions, products, and yield The reactants are O (Water), C(C)(C)(C)OC(=O)N1CC(C2=NC=C(C=C21)Br)(C)C (6-Bromo-3,3-dimethyl-2,3-dihydro-pyrrolo[3,2-b]pyridine-1-carboxylic acid tert-butyl ester), CON(C(CC)=O)C (N-methoxy-N-methyl-propionamide), C(CCC)[Li] (butyllithium). Run in CCOC(=O)C (EtOAc), C1CCOC1 (THF). Conditions: time 30 minute. Yields the product C(C)(C)(C)OC(=O)N1CC(C2=NC=C(C=C21)C(CC)=O)(C)C (3,3-Dimethyl-6-propionyl-2,3-dihydro-pyrrolo[3,2-b]pyridine-1-carboxylic acid tert-butyl ester). The yield is 66.4%. As a reaction SMILES: [C:1]([O:5][C:6]([N:8]1[C:16]2[C:11](=[N:12][CH:13]=[C:14](Br)[CH:15]=2)[C:10]([CH3:19])([CH3:18])[CH2:9]1)=[O:7])([CH3:4])([CH3:3])[CH3:2].C([Li])CCC.CON(C)[C:28](=[O:31])[CH2:29][CH3:30].O>C1COCC1.CCOC(C)=O>[C:1]([O:5][C:6]([N:8]1[C:16]2[C:11](=[N:12][CH:13]=[C:14]([C:28](=[O:31])[CH2:29][CH3:30])[CH:15]=2)[C:10]([CH3:19])([CH3:18])[CH2:9]1)=[O:7])([CH3:4])([CH3:3])[CH3:2]. Procedure details: 6-Bromo-3,3-dimethyl-2,3-dihydro-pyrrolo[3,2-b]pyridine-1-carboxylic acid tert-butyl ester (1.33 g, 4.07 mmol) in THF (20.3 mL) was cooled to −78° C. under nitrogen and butyllithium (2.5 M in hexanes, 3.75 mL, 9.4 mmol) added. The reaction was stirred at this temperature for 30 minutes. To this was added N-methoxy-N-methyl-propionamide (0.71 g, 6.1 mmol) and the reaction was stirred for 1 h. Water and EtOAc were added and the organic layer separated, washed with brine (3×) and dried with sodium ... The reactants are CCCCCCCSc1nn2c(=O)c(C)c(O)nc2s1, ClP(Cl)(Cl)(Cl)Cl, O=P(Cl)(Cl)Cl. Product: CCCCCCCSc1nn2c(=O)c(C)c(Cl)nc2s1. Reaction SMILES: [CH2:1]([CH2:2][CH2:3][CH2:4][CH2:5][CH2:6][CH3:7])[S:8][c:9]1[n:10][n:11]2[c:12]([n:13][c:14]([OH:19])[c:15]([CH3:18])[c:16]2=[O:17])[s:20]1.[Cl:26][P:27]([Cl:28])([Cl:29])([Cl:30])[Cl:31].[P:21]([Cl:22])([Cl:23])([Cl:24])=[O:25]>>[CH2:1]([CH2:2][CH2:3][CH2:4][CH2:5][CH2:6][CH3:7])[S:8][c:9]1[n:10][n:11]2[c:12]([n:13][c:14]([Cl:23])[c:15]([CH3:18])[c:16]2=[O:17])[s:20]1.